Dataset: the Open Reaction Database (ORD), a public repository of structured organic reaction records. Task: describe an organic reaction: reactants, conditions, products, and yield Starting materials: CN(C)C=O, Fc1ccc(Cn2c(CC3CCN(CCn4c(S)nc5cncnc54)CC3)nc3ccccc32)cc1, [H-], CI, [Na+], O. Product: CSc1nc2cncnc2n1CCN1CCC(Cc2nc3ccccc3n2Cc2ccc(F)cc2)CC1. RXN SMILES: [CH3:37][N:38]([CH3:39])[CH:40]=[O:41].[F:1][c:2]1[cH:3][cH:4][c:5]([CH2:8][n:9]2[c:10]([CH2:18][CH:19]3[CH2:20][CH2:21][N:22]([CH2:25][CH2:26][n:27]4[c:28]5[n:29][cH:30][n:31][cH:32][c:33]5[n:34][c:35]4[SH:36])[CH2:23][CH2:24]3)[n:11][c:12]3[c:13]2[cH:14][cH:15][cH:16][cH:17]3)[cH:6][cH:7]1.[H-:42].[I:44][CH3:45].[Na+:43].[OH2:46]>>[F:1][c:2]1[cH:3][cH:4][c:5]([CH2:8][n:9]2[c:10]([CH2:18][CH:19]3[CH2:20][CH2:21][N:22]([CH2:25][CH2:26][n:27]4[c:28]5[n:29][cH:30][n:31][cH:32][c:33]5[n:34][c:35]4[S:36][CH3:37])[CH2:23][CH2:24]3)[n:11][c:12]3[c:13]2[cH:14][cH:15][cH:16][cH:17]3)[cH:6][cH:7]1. The reactants are N1C=NC(=C1)C1=NC=CC(=C1)C#N (2-(1H-imidazol-4-yl)pyridine-4-carbonitrile), ClC1=C(CBr)C=CC=C1Cl (2,3-dichlorobenzylbromide). Product: ClC1=C(C=CC=C1Cl)CN1C=NC(=C1)C1=NC=CC(=C1)C#N (2-[1-[(2,3-dichlorophenyl)methyl]imidazol-4-yl]pyridine-4-carbonitrile). Reaction SMILES: [NH:1]1[CH:5]=[C:4]([C:6]2[CH:11]=[C:10]([C:12]#[N:13])[CH:9]=[CH:8][N:7]=2)[N:3]=[CH:2]1.[Cl:14][C:15]1[C:22]([Cl:23])=[CH:21][CH:20]=[CH:19][C:16]=1[CH2:17]Br>>[Cl:14][C:15]1[C:22]([Cl:23])=[CH:21][CH:20]=[CH:19][C:16]=1[CH2:17][N:1]1[CH:5]=[C:4]([C:6]2[CH:11]=[C:10]([C:12]#[N:13])[CH:9]=[CH:8][N:7]=2)[N:3]=[CH:2]1. Reported procedure: The title compound was prepared from 2-(1H-imidazol-4-yl)pyridine-4-carbonitrile (PREPARATION 4) and 2,3-dichlorobenzylbromide according to the procedure for the preparation of Example 43, part A using room temp. [M+H] Calc'd for C16H10Cl2N4, 330. Found, 330.